Dataset: the Open Reaction Database (ORD), a public repository of structured organic reaction records. Task: describe an organic reaction: reactants, conditions, products, and yield Reactants: COC(CC(=O)C=CC1=CC(=CC=C1)[N+](=O)[O-])=O (3-nitrobenzylidene-acetoacetic acid methyl ester), NC(=CC(CS(=O)(=O)N(C)C)=O)C (4-amino-N,N-dimethyl-2-oxo-3-pentenesulfonamide), C(C)(C)O (isopropanol), CN(C=O)C (dimethylformamide). Run in C(C)O (ethanol). The product is COC(C1=C(NC(=C(C1C1=CC(=CC=C1)[N+](=O)[O-])C(CS(N(C)C)(=O)=O)=O)C)C)=O (1,4-dihydro-2,6-dimethyl-5-[(dimethylsulfamoyl)acetyl]-4-(3-nitrophenyl)nicotinic acid methyl ester). Reaction SMILES: COC(=O)C[C:5]([CH:7]=[CH:8][C:9]1[CH:14]=[CH:13][CH:12]=[C:11]([N+:15]([O-:17])=[O:16])[CH:10]=1)=[O:6].[NH2:19][C:20]([CH3:31])=[CH:21][C:22](=[O:30])[CH2:23][S:24]([N:27]([CH3:29])[CH3:28])(=[O:26])=[O:25].[CH:32](O)(C)[CH3:33].CN(C)[CH:38]=[O:39]>C(O)C>[CH3:38][O:39][C:5](=[O:6])[C:7]1[CH:8]([C:9]2[CH:14]=[CH:13][CH:12]=[C:11]([N+:15]([O-:17])=[O:16])[CH:10]=2)[C:21]([C:22](=[O:30])[CH2:23][S:24](=[O:25])(=[O:26])[N:27]([CH3:29])[CH3:28])=[C:20]([CH3:31])[NH:19][C:32]=1[CH3:33]. Procedure: After boiling 2.5 g of 3-nitrobenzylidene-acetoacetic acid methyl ester and 2.06 g of 4-amino-N,N-dimethyl-2-oxo-3-pentenesulfonamide is a mixture of 10 ml of isopropanol and 5 ml of dimethylformamide for 6 hours there were obtained 2.3 g of 1,4-dihydro-2,6-dimethyl-5-[(dimethylsulfamoyl)acetyl]-4-(3-nitrophenyl)nicotinic acid methyl ester of melting point 154°-157° (yellow crystalline powder from ethanol).